From a dataset of the Open Reaction Database (ORD), a public repository of structured organic reaction records. describe an organic reaction: reactants, conditions, products, and yield Reactants: CC(C)Cc1nn(C)c(=O)c2ccsc12, CC(C)[N-]C(C)C, O=Cc1cccc2ccccc12, Cl, [Li+], C1CCOC1, O. The product is CC(C)Cc1nn(C)c(=O)c2cc(C(O)c3cccc4ccccc34)sc12. As a reaction SMILES: [CH3:9][n:10]1[n:11][c:12]([CH2:20][CH:21]([CH3:22])[CH3:23])[c:13]2[c:14]([c:15]1=[O:16])[cH:17][cH:18][s:19]2.[CH:1]([N-:2][CH:3]([CH3:4])[CH3:5])([CH3:6])[CH3:7].[CH:26](=[O:27])[c:28]1[cH:29][cH:30][cH:31][c:32]2[cH:33][cH:34][cH:35][cH:36][c:37]12.[ClH:25].[Li+:8].[O:38]1[CH2:39][CH2:40][CH2:41][CH2:42]1.[OH2:24]>>[CH3:9][n:10]1[n:11][c:12]([CH2:20][CH:21]([CH3:22])[CH3:23])[c:13]2[c:14]([c:15]1=[O:16])[cH:17][c:18]([CH:26]([OH:27])[c:28]1[cH:29][cH:30][cH:31][c:32]3[cH:33][cH:34][cH:35][cH:36][c:37]13)[s:19]2. Reactants: Cl.C(C)(C)(C)NN (tert-butylhydrazine hydrochloride), C(C)(=O)[O-].[Na+] (sodium acetate), ClC(C#N)=C (2-chloroacrylonitrile). Run in C(C)O (ethanol). Conditions: temperature 80 celsius, time 12 hour. The product is C(C)(C)(C)N1N=C(C=C1)N (1-tert-butyl-1H-pyrazol-3-amine). As a reaction SMILES: Cl.[C:2]([NH:6][NH2:7])([CH3:5])([CH3:4])[CH3:3].C([O-])(=O)C.[Na+].Cl[C:14](=[CH2:17])[C:15]#[N:16]>C(O)C>[C:2]([N:6]1[CH:17]=[CH:14][C:15]([NH2:16])=[N:7]1)([CH3:5])([CH3:4])[CH3:3] |f:0.1,2.3|. Procedure details: To a 600 ml of ethanol were added 59.94 g of tert-butylhydrazine hydrochloride, 79.3 g of sodium acetate and 2-chloroacrylonitrile followed by stirring at 80° C. for 12 hours. After removal of the solvent, water was added and then was neutralized with sodium hydrogen carbonate followed by extracting with ethyl acetate. The resulting organic layer was washed with saturated brine, and then dried over magnesium sulfate. The organic layer was filtered and concentrated in vacuo. The resulting residue... Reactants: COC=1C=C(N)C=CC1 (3-methoxyaniline), [N-]=[N+]=[N-].[Na+] (NaN3), Cl (HCl), N(=O)[O-].[Na+] (NaNO2). Run in O (water), O (water), O (water), CCCCCC (hexane). Reaction conditions: time 2 hour. Product: COC=1C=C(C=CC1)N=[N+]=[N-] (3-methoxyphenylazide). As a reaction SMILES: [CH3:1][O:2][C:3]1[CH:4]=[C:5]([CH:7]=[CH:8][CH:9]=1)[NH2:6].Cl.N([O-])=O.[Na+].[N-:15]=[N+:16]=[N-].[Na+]>O.CCCCCC>[CH3:1][O:2][C:3]1[CH:4]=[C:5]([N:6]=[N+:15]=[N-:16])[CH:7]=[CH:8][CH:9]=1 |f:2.3,4.5|. Reported procedure: A solution of 9.26g. (0.08 mole) of 3-methoxyaniline in 40 ml. of water and 20 ml. of concentrated HCl was cooled to 0° C. There was then added a solution of 6.07g. (0.088 mole) of NaNO2 in 20 ml. of water, and the reaction mixture was aged for 1/2 hour. There was next added 70 ml. of hexane followed by dropwise addition of a solution of 5.72g. (0.088 mole) of NaN3 in 20 ml. of water. After addition was complete, the reaction mixture was aged for 2 hours at room temperature. The aqueous and orga... Starting materials: CC(COC1=CC=C(C=C1)OC1=CC=CC=C1)O (1-methyl-2-(4-phenoxyphenoxy)ethanol), ClC1=NC=CC=C1 (2-Chloropyridine), [H-].[Na+] (sodium hydride), [H][H] (hydrogen). The solvent is CN(C=O)C (dimethylformamide), O (water), CN(C=O)C (dimethylformamide). Yields the product CC(COC1=CC=C(C=C1)OC1=CC=CC=C1)OC1=NC=CC=C1 (2-[1-methyl-2-(4-phenoxyphenoxy)ethoxy]pyridine). The yield is 79.0%. As a reaction SMILES: [H-].[Na+].[CH3:3][CH:4]([OH:20])[CH2:5][O:6][C:7]1[CH:12]=[CH:11][C:10]([O:13][C:14]2[CH:19]=[CH:18][CH:17]=[CH:16][CH:15]=2)=[CH:9][CH:8]=1.[H][H].Cl[C:24]1[CH:29]=[CH:28][CH:27]=[CH:26][N:25]=1>CN(C)C=O.O>[CH3:3][CH:4]([O:20][C:24]1[CH:29]=[CH:28][CH:27]=[CH:26][N:25]=1)[CH2:5][O:6][C:7]1[CH:12]=[CH:11][C:10]([O:13][C:14]2[CH:19]=[CH:18][CH:17]=[CH:16][CH:15]=2)=[CH:9][CH:8]=1 |f:0.1|. Procedure: To a suspension of sodium hydride (200 mg, 5.0 mmol; 60% in oil) in dimethylformamide (5 ml), a solution of 1-methyl-2-(4-phenoxyphenoxy)ethanol (1.22 g, 5.0 mmol) in dimethylformamide (3 ml) was dropwise added with stirring, and the mixture was kept at an inner temperature of 50° to 60° C. until the generation of hydrogen gas ceased. 2-Chloropyridine (684 mg, 6.0 mmol) was dropwise added thereto, followed by stirring at 100° to 110° C. for 5 hours. The reaction mixture was cooled to room temper... The reactants are C(C)(=O)C1=C2C=CC(NC2=C(C=C1)O)=O (5-Acetyl-8-hydroxy-1H-quinolin-2-one), C([O-])([O-])=O.[K+].[K+] (potassium carbonate), COC1=CC=C(CCl)C=C1 (4-methoxybenzyl chloride). The solvent is CN(C=O)C (N,N-dimethylformamide). Conditions: temperature 90 celsius, time 8 hour. The product is C(C)(=O)C1=C2C=CC(NC2=C(C=C1)OCC1=CC=C(C=C1)OC)=O (5-acetyl-8-[(4-methoxyphenyl)methoxy]-1,2-dihydroquinolin-2-one). The yield is 53.8%. Reaction SMILES: [C:1]([C:4]1[CH:13]=[CH:12][C:11]([OH:14])=[C:10]2[C:5]=1[CH:6]=[CH:7][C:8](=[O:15])[NH:9]2)(=[O:3])[CH3:2].C(=O)([O-])[O-].[K+].[K+].[CH3:22][O:23][C:24]1[CH:31]=[CH:30][C:27]([CH2:28]Cl)=[CH:26][CH:25]=1>CN(C)C=O>[C:1]([C:4]1[CH:13]=[CH:12][C:11]([O:14][CH2:28][C:27]2[CH:30]=[CH:31][C:24]([O:23][CH3:22])=[CH:25][CH:26]=2)=[C:10]2[C:5]=1[CH:6]=[CH:7][C:8](=[O:15])[NH:9]2)(=[O:3])[CH3:2] |f:1.2.3|. Reported procedure: 5-Acetyl-8-hydroxy-1H-quinolin-2-one (29.5 g, 0.15 mol) was suspended in N,N-dimethylformamide (145 mL), potassium carbonate (22.2 g, 0.16 mol) and successively 4-methoxybenzyl chloride (22.7 g, 0.15 mol) were added thereto, and the mixture was stirred at 90° C. overnight. To the reaction mixture was added purified water (0.5 L) and the mixture was stirred at room temperature overnight. The precipitate was collected by filtration, washed with purified water, dried under reduced pressure to obtai... Reactants: O=C(O)CCBr, O=C([O-])[O-], CN(C)C=O, [K+], [K+], O, Sc1nnc(S)s1. Product: O=C(O)CCSc1nnc(S)s1. As a reaction SMILES: [Br:19][CH2:20][CH2:21][C:22](=[O:23])[OH:24].[C:8](=[O:9])([O-:10])[O-:11].[CH3:14][N:15]([CH3:16])[CH:17]=[O:18].[K+:12].[K+:13].[OH2:25].[SH:1][c:2]1[s:3][c:4]([SH:7])[n:5][n:6]1>>[S:1]([c:2]1[s:3][c:4]([SH:7])[n:5][n:6]1)[CH2:20][CH2:21][C:22](=[O:23])[OH:24].